This data is from the Open Reaction Database (ORD), a public repository of structured organic reaction records. The task is: describe an organic reaction: reactants, conditions, products, and yield The reactants are C(#C)C(C=CI)(CCCCC)O[Si](C)(C)C (3-ethynyl-1-iodo-3-trimethylsilyloxy-1-octene), [Cl-].[NH4+] (ammonium chloride), C(C)[Mg]Br (ethyl magnesium bromide), C[Si](Cl)(C)C (trimethylchlorosilane). The solvent is C1CCOC1 (THF). Product: IC=CC(CCCCC)(O[Si](C)(C)C)C#C[Si](C)(C)C (1-Iodo-3-Trimethylsilylethynyl-3-Trimethylsilyloxy-1-Octene). Reaction SMILES: [C:1]([C:3]([O:12][Si:13]([CH3:16])([CH3:15])[CH3:14])([CH2:7][CH2:8][CH2:9][CH2:10][CH3:11])[CH:4]=[CH:5][I:6])#[CH:2].C([Mg]Br)C.[CH3:21][Si:22]([CH3:25])([CH3:24])Cl.[Cl-].[NH4+]>C1COCC1>[I:6][CH:5]=[CH:4][C:3]([C:1]#[C:2][Si:22]([CH3:25])([CH3:24])[CH3:21])([O:12][Si:13]([CH3:16])([CH3:15])[CH3:14])[CH2:7][CH2:8][CH2:9][CH2:10][CH3:11] |f:3.4|. Procedure: A solution of 3.3 g. of dl-3-ethynyl-1-iodo-3-trimethylsilyloxy-1-octene in 10 ml. of THF is treated at 0° C. under N2 with 3 ml. of 3M ethyl magnesium bromide and stirred at 25° C. for 1/2 hour. The mixture is then treated at 0° C. with 3.5 ml. of trimethylchlorosilane and stirred at 25° C. for an additional 21/2 hours. The whole mixture is added to aqueous ammonium chloride solution and extracted with ether. After washing with brine and drying over magnesium sulfate, the extract is evaporated.... Reactants: CC(OC1CCCCO1)C(CCNC(=O)OC(C)(C)C)C(C)OS(C)(=O)=O, CCOC(C)=O, CN(C)C=O, [H-], [Na+], O. Yields the product CC(OC1CCCCO1)C1CCN(C(=O)OC(C)(C)C)C1C. Reaction SMILES: [C:1]([CH3:2])([CH3:3])([CH3:4])[O:5][C:6](=[O:7])[NH:8][CH2:9][CH2:10][CH:11]([CH:12]([CH3:13])[O:14][CH:15]1[O:16][CH2:17][CH2:18][CH2:19][CH2:20]1)[CH:21]([CH3:22])[O:23][S:24]([CH3:25])(=[O:26])=[O:27].[CH3:30][CH2:31][O:32][C:33](=[O:34])[CH3:35].[CH3:37][N:38]([CH3:39])[CH:40]=[O:41].[H-:28].[Na+:29].[OH2:36]>>[C:1]([CH3:2])([CH3:3])([CH3:4])[O:5][C:6](=[O:7])[N:8]1[CH2:9][CH2:10][CH:11]([CH:12]([CH3:13])[O:14][CH:15]2[O:16][CH2:17][CH2:18][CH2:19][CH2:20]2)[CH:21]1[CH3:22]. Starting materials: C(C)(C)(C)S[C@H](C(=O)O)C ((2S)-2-(t-butylthio)propanoic acid), B.C1CCOC1 (borane THF). Run in C1CCOC1 (THF). Run at time 3 hour. Yields the product C(C)(C)(C)S[C@H](CO)C ((2S)-2-(tert-butylthio)-1-propanol). The yield is 81.9%. RXN SMILES: [C:1]([S:5][C@@H:6]([CH3:10])[C:7](O)=[O:8])([CH3:4])([CH3:3])[CH3:2].B.C1COCC1>C1COCC1>[C:1]([S:5][C@@H:6]([CH3:10])[CH2:7][OH:8])([CH3:4])([CH3:3])[CH3:2] |f:1.2|. Procedure details: To a stirred solution of 1.47 g of the (2S)-2-(t-butylthio)propanoic acid in 22 mL of THF at 0° C. was added dropwise 22 mL of 1M borane/THF over a period of 15 min. Stirring was continued at room temperature for 3 h. The reaction was quenched by dropwise addition of cold water. The mixture was extracted with ether. The organic layer was washed with saturated NaHCO3, saturated NaCl solution and dried over Na2SO4. The solvent was evaporated under vacuum and the residue was purified by flash chrom... Reactants: C1(CCCCC1)N(C(C1=CC=C(C=C1)CN1C=NC2=C1C=CC=C2)=O)C (N-cyclohexyl-N-methyl 4-(1H-benzimidazylmethyl)benzamide), C[Si](C)(C)[N-][Si](C)(C)C.[Na+] (sodium bis(trimethylsilyl)amide), CI (methyl iodide). Run in C1CCOC1 (THF), C1CCOC1 (THF). Reaction conditions: temperature -78 celsius, time 40 minute. The product is C1(CCCCC1)N(C(C1=CC=C(C=C1)C(C)N1C=NC2=C1C=CC=C2)=O)C (N-cyclohexyl-N-methyl 4-(1-(1H-benzimidazyl)ethyl)benzamide). Yield: 11.0%. RXN SMILES: [CH:1]1([N:7]([CH3:26])[C:8](=[O:25])[C:9]2[CH:14]=[CH:13][C:12]([CH2:15][N:16]3[C:20]4[CH:21]=[CH:22][CH:23]=[CH:24][C:19]=4[N:18]=[CH:17]3)=[CH:11][CH:10]=2)[CH2:6][CH2:5][CH2:4][CH2:3][CH2:2]1.[CH3:27][Si]([N-][Si](C)(C)C)(C)C.[Na+].CI>C1COCC1>[CH:1]1([N:7]([CH3:26])[C:8](=[O:25])[C:9]2[CH:10]=[CH:11][C:12]([CH:15]([N:16]3[C:20]4[CH:21]=[CH:22][CH:23]=[CH:24][C:19]=4[N:18]=[CH:17]3)[CH3:27])=[CH:13][CH:14]=2)[CH2:2][CH2:3][CH2:4][CH2:5][CH2:6]1 |f:1.2|. Reported procedure: To a stirred solution of N-cyclohexyl-N-methyl 4-(1H-benzimidazylmethyl)benzamide (347 mg, 1 mmol) in dry THF (20 ml) at -78 ° C. was added sodium bis(trimethylsilyl)amide (1.1 ml of 1M solution in THF) under argon. The mixture was left to stir at -78° C. for 40 minutes, a solution of methyl iodide (170 mg, 1.2 mmol) in dry THF (2 ml) was added and the mixture left to warm to ambient temperature overnight. The reaction mixture was partitioned between ethyl acetate and brine, the organic layer dr... The reactants are CC=1N=CNC1CSCCNC1=NC2=CC=CC=C2C(=C1)OCC (2-[2-(4-Methyl-5-imidazolylmethylthio)ethylamino]- 4-ethoxyquinoline). Solvent: Cl (HCl). The product is CC=1N=CNC1CSCCNC1=NC2=CC=CC=C2C(C1)=O (2[-2-(4-methyl-5-imidazolylmethylthio)ethylamino]-4-quinolone). Reaction SMILES: [CH3:1][C:2]1[N:3]=[CH:4][NH:5][C:6]=1[CH2:7][S:8][CH2:9][CH2:10][NH:11][C:12]1[CH:21]=[C:20]([O:22]CC)[C:19]2[C:14](=[CH:15][CH:16]=[CH:17][CH:18]=2)[N:13]=1>Cl>[CH3:1][C:2]1[N:3]=[CH:4][NH:5][C:6]=1[CH2:7][S:8][CH2:9][CH2:10][NH:11][C:12]1[CH2:21][C:20](=[O:22])[C:19]2[C:14](=[CH:15][CH:16]=[CH:17][CH:18]=2)[N:13]=1. Reported procedure: 2-[2-(4-Methyl-5-imidazolylmethylthio)ethylamino]- 4-ethoxyquinoline (1.69 gms) and concentrated HCl (30 mls) were refluxed together for 17 hours. The solution was evaporated to dryness, the residue dissolved in water and basified with potassium carbonate. The precipitated oil was separated by decantation, washed with water and crystallised from isopropanol-water to give 2[-2-(4-methyl-5-imidazolylmethylthio)ethylamino]-4-quinolone. m.p. 121°-124° C. The reactants are FC=1C=CC2=C(C(CC3=C(S2)C=CC(=C3)C)N3CCN(CC3)CCN3C(OCC3)=O)C1 (racemic 3-{2-[4-(8-fluoro-10,11-dihydro-2-methyl-dibenzo[b,f]thiepin-10-yl)-1-piperazinyl]-ethyl}-2-oxazolidinone), C([C@H](O)[C@@H](O)C(=O)O)(=O)O ((+)-(R,R)-tartaric acid). Solvent: CC(=O)C (acetone). Product: FC=1C=CC2=C([C@@H](CC3=C(S2)C=CC(=C3)C)N3CCN(CC3)CCN3C(OCC3)=O)C1.C(=O)([O-])[C@H](O)[C@@H](O)C(=O)[O-] (3-[2-{4-[(R)-8-fluoro-10,11-dihydro-2-methyl-dibenzo[b,f]thiepin-10-yl}-1-piperazinyl]-ethyl]-2-oxazolidinone (R,R)-tartrate). As a reaction SMILES: [F:1][C:2]1[CH:3]=[CH:4][C:5]2[S:11][C:10]3[CH:12]=[CH:13][C:14]([CH3:16])=[CH:15][C:9]=3[CH2:8][CH:7]([N:17]3[CH2:22][CH2:21][N:20]([CH2:23][CH2:24][N:25]4[CH2:29][CH2:28][O:27][C:26]4=[O:30])[CH2:19][CH2:18]3)[C:6]=2[CH:31]=1.[C:32]([OH:41])(=[O:40])[C@@H:33]([C@H:35]([C:37]([OH:39])=[O:38])[OH:36])[OH:34]>CC(C)=O>[F:1][C:2]1[CH:3]=[CH:4][C:5]2[S:11][C:10]3[CH:12]=[CH:13][C:14]([CH3:16])=[CH:15][C:9]=3[CH2:8][C@@H:7]([N:17]3[CH2:18][CH2:19][N:20]([CH2:23][CH2:24][N:25]4[CH2:29][CH2:28][O:27][C:26]4=[O:30])[CH2:21][CH2:22]3)[C:6]=2[CH:31]=1.[C:37]([C@@H:35]([C@H:33]([C:32]([O-:41])=[O:40])[OH:34])[OH:36])([O-:39])=[O:38] |f:3.4|. Reported procedure: 5.0 G. of the salt of racemic 3-{2-[4-(8-fluoro-10,11-dihydro-2-methyl-dibenzo[b,f]thiepin-10-yl)-1-piperazinyl]-ethyl}-2-oxazolidinone with (+)-(R,R)-tartaric acid [α546 =+15.0° (water; c = 10%)] in the molar ratio of 1:1 are dissolved in 500 ml. of acetone and, after stirring for 24 hours at room temperature, the mixture is filtered. The filter cake is washed with acetone, dried under reduced pressure, and there is obtained 3-[2-{4-[(R)-8-fluoro-10,11-dihydro-2-methyl-dibenzo[b,f]thiepin-10-yl... Reactants: CS(C)=O, CN(C)CCn1c(N)nc2ccccc21, O=C(Cl)c1cccs1. Yields the product CN(C)CCn1c(N)nc2ccccc21, Cl. Reaction SMILES: [CH3:24][S:25]([CH3:26])=[O:27].[CH3:9][N:10]([CH3:11])[CH2:12][CH2:13][n:14]1[c:15]([NH2:23])[n:16][c:17]2[c:18]1[cH:19][cH:20][cH:21][cH:22]2.[s:1]1[cH:2][cH:3][cH:4][c:5]1[C:6](=[O:7])[Cl:8]>>[CH3:9][N:10]([CH3:11])[CH2:12][CH2:13][n:14]1[c:15]([NH2:23])[n:16][c:17]2[c:18]1[cH:19][cH:20][cH:21][cH:22]2.[ClH:8].